Dataset: the Open Reaction Database (ORD), a public repository of structured organic reaction records. Task: describe an organic reaction: reactants, conditions, products, and yield Product: FC(C=1OC=CC1CO)(F)F (2-trifluoromethyl-3-furanmethanol). As a reaction SMILES: [F:1][C:2]([F:14])([F:13])[C:3]1[O:4][CH:5]=[CH:6][C:7]=1[C:8](OCC)=[O:9].[H-].C([Al+]CC(C)C)C(C)C.[K].[Na]>C1(C)C=CC=CC=1>[F:14][C:2]([F:1])([F:13])[C:3]1[O:4][CH:5]=[CH:6][C:7]=1[CH2:8][OH:9] |f:1.2,3.4,^1:24,25|. Run in C1(=CC=CC=C1)C (toluene). Reported procedure: 20 g of the product of Stage B were cooled to -60° C. in 200 ml of toluene, 160 ml of diisobutylaluminium hydride were added dropwise. The mixture was stirred for 1 and a half hours at -60° C. and was then poured into sodium potassium double tartrate and extracted with methylene chloride. The solvent was evaporated and the residue was chromatographed on silica (eluent: 7/3 hexane/ethyl acetate) to obtain 16 g of the expected product. Run at temperature -60 celsius. Reactants: [H-].C(C(C)C)[Al+]CC(C)C (diisobutylaluminium hydride), FC(C=1OC=CC1C(=O)OCC)(F)F (ethyl 2-trifluoromethyl-3-furancarboxylate), [K].[Na] (sodium potassium). Yield: 100.2%.